From a dataset of the Open Reaction Database (ORD), a public repository of structured organic reaction records. describe an organic reaction: reactants, conditions, products, and yield Run at temperature 40 celsius, time 24 hour. Reagents/catalysts: O=S(=O)(O)OOS(=O)(=O)O.N. Yields the product O=C1N=C(NC=2C=CC=CC12)C3CCCCC3. Run in O, O=S(C)C. Isolated yield 60.0%. Starting materials: O=C1N=CNC=2C=CC=CC12, O=C(O)C1CCCCC1. Reaction SMILES: [Br:1][c:2]1[n:3][c:4]([NH:15][CH2:16][CH:17]2[CH2:18][CH2:19][O:20][CH2:21][CH2:22]2)[c:5]([NH:8][CH2:9][C:10](=[O:11])[O:12][CH2:13][CH3:14])[n:6][cH:7]1.[CH3:23][C:24](=[O:25])[OH:26]>>[Br:1][c:2]1[n:3][c:4]2[c:5]([n:6][cH:7]1)[NH:8][CH2:9][C:10](=[O:11])[N:15]2[CH2:16][CH:17]1[CH2:18][CH2:19][O:20][CH2:21][CH2:22]1. Yields the product O=C1CNc2ncc(Br)nc2N1CC1CCOCC1. Reactants: CCOC(=O)CNc1ncc(Br)nc1NCC1CCOCC1, CC(=O)O. Starting materials: CS(=O)(=O)OCC1CN(C(O1)=O)C1=CC=C(C=C1)OC (5-methanesulfonyloxymethyl-3-p-methoxyphenyl-oxazolidin-2-one), ClC1=CC=C(C=C1)C1(CCNCC1)O (4-p-chlorophenyl-4-hydroxypiperidine). The solvent is CN(C)C=O (DMF). Product: COC1=CC=C(C=C1)N1C(OC(C1)CN1CCC(CC1)(O)C1=CC=C(C=C1)Cl)=O (3-p-methoxyphenyl-5-(4-p-chlorophenyl-4-hydroxy-piperidinomethyl)-oxazolidin-2-one). As a reaction SMILES: CS(O[CH2:6][CH:7]1[O:11][C:10](=[O:12])[N:9]([C:13]2[CH:18]=[CH:17][C:16]([O:19][CH3:20])=[CH:15][CH:14]=2)[CH2:8]1)(=O)=O.[Cl:21][C:22]1[CH:27]=[CH:26][C:25]([C:28]2([OH:34])[CH2:33][CH2:32][NH:31][CH2:30][CH2:29]2)=[CH:24][CH:23]=1>CN(C=O)C>[CH3:20][O:19][C:16]1[CH:15]=[CH:14][C:13]([N:9]2[CH2:8][CH:7]([CH2:6][N:31]3[CH2:30][CH2:29][C:28]([C:25]4[CH:26]=[CH:27][C:22]([Cl:21])=[CH:23][CH:24]=4)([OH:34])[CH2:33][CH2:32]3)[O:11][C:10]2=[O:12])=[CH:18][CH:17]=1. Reported procedure: 4.82 g of 5-methanesulfonyloxymethyl-3-p-methoxyphenyl-oxazolidin-2-one [m.p. 126°-128°; obtainable by reaction of p-methoxyaniline with hydroxymethyl-oxirane to give 3-p-methoxyanilino-1,2-propanediol, reaction with diethyl carbonate to give 3-p-methoxyphenyl-5-hydroxymethyl-oxazolidin-2-one (m.p. 133°-134°) and reaction with CH3SO2Cl] is heated together with 5.08 g of 4-p-chlorophenyl-4-hydroxypiperidine in 25 ml of DMF at 95°-100° for 1 hour; the mixture is cooled and worked up in a conventio... The reactants are O=C([O-])[O-], CCCc1cc(C#N)ccc1O, CCC(=O)CC, CC(C)n1ncc(OCC2CO2)c(Cl)c1=O, [K+], [K+]. Yields the product CCCc1cc(C#N)ccc1OCC(O)COc1cnn(C(C)C)c(=O)c1Cl. Reaction SMILES: [C:29](=[O:30])([O-:31])[O-:32].[CH2:17]([CH2:18][CH3:19])[c:20]1[c:21]([OH:28])[cH:22][cH:23][c:24]([C:26]#[N:27])[cH:25]1.[CH2:35]([C:36]([CH2:37][CH3:38])=[O:39])[CH3:40].[Cl:1][c:2]1[c:3](=[O:16])[n:4]([CH:13]([CH3:14])[CH3:15])[n:5][cH:6][c:7]1[O:8][CH2:9][CH:10]1[O:11][CH2:12]1.[K+:33].[K+:34]>>[Cl:1][c:2]1[c:3](=[O:16])[n:4]([CH:13]([CH3:14])[CH3:15])[n:5][cH:6][c:7]1[O:8][CH2:9][CH:10]([OH:11])[CH2:12][O:28][c:21]1[c:20]([CH2:17][CH2:18][CH3:19])[cH:25][c:24]([C:26]#[N:27])[cH:23][cH:22]1. Reactants: Nc1ccc2cc(S(=O)(=O)O)cc(S(=O)(=O)O)c2c1, Nc1ccc2c(S(=O)(=O)O)cc(S(=O)(=O)O)cc2c1, Nc1ccc2ccccc2c1S(=O)(=O)O, O=S(=O)=O, O=S(=O)(O)O, O=S(=O)(O)c1cccc2ccccc12. Reaction SMILES: [NH2:1][c:2]1[cH:3][c:4]2[c:5]([S:16](=[O:17])(=[O:18])[OH:19])[cH:6][c:7]([S:12](=[O:13])(=[O:14])[OH:15])[cH:8][c:9]2[cH:10][cH:11]1.[NH2:20][c:21]1[cH:22][c:23]2[cH:24][c:25]([S:35](=[O:36])(=[O:37])[OH:38])[cH:26][c:27]([S:31](=[O:32])(=[O:33])[OH:34])[c:28]2[cH:29][cH:30]1.[NH2:39][c:40]1[cH:41][cH:42][c:43]2[c:44]([cH:45][cH:46][cH:47][cH:48]2)[c:49]1[S:50](=[O:51])(=[O:52])[OH:53].[O:68]=[S:69](=[O:70])=[O:71].[S:72](=[O:73])(=[O:74])([OH:75])[OH:76].[cH:54]1[c:55]2[c:56]([cH:57][cH:58][cH:59][c:60]2[S:61]([OH:62])(=[O:63])=[O:64])[cH:65][cH:66][cH:67]1>>[NH2:1][c:2]1[cH:3][c:4]2[c:5]([S:16](=[O:17])(=[O:18])[OH:19])[cH:6][c:7]([S:12](=[O:13])(=[O:14])[OH:15])[cH:8][c:9]2[cH:10][cH:11]1.[NH2:20][c:21]1[c:22]([S:50](=[O:51])(=[O:52])[OH:53])[c:23]2[cH:24][c:25]([S:35](=[O:36])(=[O:37])[OH:38])[cH:26][c:27]([S:31](=[O:32])(=[O:33])[OH:34])[c:28]2[cH:29][cH:30]1. Yields the product Nc1ccc2cc(S(=O)(=O)O)cc(S(=O)(=O)O)c2c1, Nc1ccc2c(S(=O)(=O)O)cc(S(=O)(=O)O)cc2c1S(=O)(=O)O.